This data is from the Open Reaction Database (ORD), a public repository of structured organic reaction records. The task is: describe an organic reaction: reactants, conditions, products, and yield Starting materials: COc1ccc(C(=O)O)cc1OC, O=S(Cl)Cl, c1ccncc1, c1ccccc1. Product: COc1ccc(C(=O)Cl)cc1OC. RXN SMILES: [C:11]([c:12]1[cH:13][c:14]([O:15][CH3:16])[c:17]([O:18][CH3:19])[cH:20][cH:21]1)(=[O:22])[OH:23].[S:7]([Cl:8])([Cl:9])=[O:10].[cH:1]1[cH:2][cH:3][n:4][cH:5][cH:6]1.[cH:24]1[cH:25][cH:26][cH:27][cH:28][cH:29]1>>[Cl:9][C:11]([c:12]1[cH:13][c:14]([O:15][CH3:16])[c:17]([O:18][CH3:19])[cH:20][cH:21]1)=[O:23]. Starting materials: O (water), product, NC1=NC(=C(N=C1C#N)Cl)NCCO (2-amino-5 chloro-3-cyano-6-[(2-hydroxyethyl)amino]pyrazine), C(C)(=O)OC(C)=O (acetic anhydride). Solvent: N1=CC=CC=C1 (pyridine). Reaction conditions: time 2 hour. Product: NC1=NC(=C(N=C1C#N)Cl)NCCOC(C)=O (2-Amino-5-chloro-3-cyano-6-[(2-acetyloxyethyl)amino]-pyrazine). As a reaction SMILES: [NH2:1][C:2]1[C:7]([C:8]#[N:9])=[N:6][C:5]([Cl:10])=[C:4]([NH:11][CH2:12][CH2:13][OH:14])[N:3]=1.[C:15](OC(=O)C)(=[O:17])[CH3:16].O>N1C=CC=CC=1>[NH2:1][C:2]1[C:7]([C:8]#[N:9])=[N:6][C:5]([Cl:10])=[C:4]([NH:11][CH2:12][CH2:13][O:14][C:15](=[O:17])[CH3:16])[N:3]=1. Reported procedure: The product of Example 2, 2-amino-5 chloro-3-cyano-6-[(2-hydroxyethyl)amino]pyrazine (68 mg), was dissolved in pyridine (0.5 ml) and there was then added acetic anhydride (0.5 ml). The reaction mixture was stirred at room temperature for 2 hours, at which point thin layer chromatography showed no starting material remaining. Ice and then water were added to the reaction mixture, after which it was stirred for an additional 15 minutes. The product precipitated, was filtered, washed once with wate... Reactants: ClC(=O)OC(CCC)C1CCCCC1 (1-cyclohexyl-1-butyl chloroformate), S1C=NC(=C1)C=1NC2=C(N1)C=CC=C2 (2-(4-thiazolyl)-benzimidazole). Solvent: N1=CC=CC=C1 (pyridine). Conditions: time 16 hour. The product is C1(CCCCC1)C(CCC)OC(=O)N1C(=NC2=C1C=CC=C2)C=2N=CSC2 (1-(1-Cyclohexyl-1-butoxycarbonyl)-2-(4-thiazolyl)-benzimidazole). Reaction SMILES: Cl[C:2]([O:4][CH:5]([CH:9]1[CH2:14][CH2:13][CH2:12][CH2:11][CH2:10]1)[CH2:6][CH2:7][CH3:8])=[O:3].[S:15]1[CH:19]=[C:18]([C:20]2[NH:21][C:22]3[CH:28]=[CH:27][CH:26]=[CH:25][C:23]=3[N:24]=2)[N:17]=[CH:16]1>N1C=CC=CC=1>[CH:9]1([CH:5]([O:4][C:2]([N:24]2[C:23]3[CH:25]=[CH:26][CH:27]=[CH:28][C:22]=3[N:21]=[C:20]2[C:18]2[N:17]=[CH:16][S:15][CH:19]=2)=[O:3])[CH2:6][CH2:7][CH3:8])[CH2:14][CH2:13][CH2:12][CH2:11][CH2:10]1. Procedure: 28.3 G. (0.129 moles) of 1-cyclohexyl-1-butyl chloroformate is added over a period of 20 minutes at a temperature of 20° C to a stirred suspension of 25.1 g. (0.125 moles) of 2-(4-thiazolyl)-benzimidazole and 200 ml. of pyridine. A clear solution initially results which is followed by the precipitation of pyridine hydrochloride. The reaction mixture is then stirred for 16 hours at room temperature filtered and the filtrate evaporated to dryness in vacuo. The product is extracted from the residue... Reactants: C(=S)=S (carbon disulfide), C(C1=CC=CC=C1)Cl (benzyl chloride), N1C=CC=C1 (Pyrrole), [H-].[Na+] (sodium hydride). Solvent: O (Water), CS(=O)C (dimethyl sulfoxide), C(C)OCC (diethyl ether). Run at time 0.5 hour. Yields the product N1(C=CC=C1)C(=S)SCC1=CC=CC=C1 (benzyl 1-pyrrolecarbodithioate). Isolated yield 50.1%. RXN SMILES: [NH:1]1[CH:5]=[CH:4][CH:3]=[CH:2]1.[H-].[Na+].[C:8](=[S:10])=[S:9].[CH2:11](Cl)[C:12]1[CH:17]=[CH:16][CH:15]=[CH:14][CH:13]=1>CS(C)=O.C(OCC)C.O>[N:1]1([C:8]([S:10][CH2:11][C:12]2[CH:17]=[CH:16][CH:15]=[CH:14][CH:13]=2)=[S:9])[CH:5]=[CH:4][CH:3]=[CH:2]1 |f:1.2|. Procedure: Pyrrole (1.34 g, 20 mmol) was added dropwise to a stirred suspension of sodium hydride (0.48 g, 20 mmol) in dimethyl sulfoxide (20 mL). On completion of addition the resulting brown solution was stirred at room temperature for 30 minutes before the addition of carbon disulfide (1.52 g, 20 mmol). The solution was allowed to stir at room temperature for a further half hour and benzyl chloride (2.53 g, 20 mmol) added. Water (20 mL) was added after 1 hour followed by diethyl ether (20 mL). The organ... The reactants are C(C)OC(=C)C1=NC=CC(=C1)C(F)(F)F (1-ethoxy-1-(4-trifluoromethylpyrid-2-yl)-ethylene), Cl (hydrochloric acid), solution. Run in CC(=O)C (acetone). Conditions: time 16 hour. Yields the product C(C)(=O)C1=NC=CC(=C1)C(F)(F)F (2-acetyl-4-trifluoromethylpyridine). Yield: 98.4%. As a reaction SMILES: C([O:3][C:4]([C:6]1[CH:11]=[C:10]([C:12]([F:15])([F:14])[F:13])[CH:9]=[CH:8][N:7]=1)=[CH2:5])C.Cl>CC(C)=O>[C:4]([C:6]1[CH:11]=[C:10]([C:12]([F:15])([F:13])[F:14])[CH:9]=[CH:8][N:7]=1)(=[O:3])[CH3:5]. Procedure: A solution of 1-ethoxy-1-(4-trifluoromethylpyrid-2-yl)-ethylene (1.4 g) in acetone (15 ml) was treated with hydrochloric acid (5 ml of a 2M solution). The reaction mixture was allowed to stand for 16 hours then concentrated, diluted with water and neutralised with sodium bicarbonate. The aqueous phase was extracted with ether (×2) and the combined extracts were washed with brine, dried and concentrated to give 2-acetyl-4-trifluoromethylpyridine (1.2 g, 99% yield) as a pale yellow liquid. IR maxi... Reactants: O=Cc1cccc(C=O)c1, OCCO, Cc1ccc(S(=O)(=O)O)cc1, c1ccccc1. The product is O=Cc1cccc(C2OCCO2)c1. Reaction SMILES: [CH:5]([c:6]1[cH:7][c:8]([CH:9]=[O:10])[cH:11][cH:12][cH:13]1)=[O:14].[OH:1][CH2:2][CH2:3][OH:4].[c:15]1([CH3:16])[cH:17][cH:18][c:19]([S:20]([OH:21])(=[O:22])=[O:23])[cH:24][cH:25]1.[cH:26]1[cH:27][cH:28][cH:29][cH:30][cH:31]1>>[O:1]1[CH2:2][CH2:3][O:4][CH:5]1[c:6]1[cH:7][c:8]([CH:9]=[O:10])[cH:11][cH:12][cH:13]1.